From a dataset of the Open Reaction Database (ORD), a public repository of structured organic reaction records. describe an organic reaction: reactants, conditions, products, and yield Starting materials: O=Cc1cc2c(cc1Br)OCCO2, CC(=O)O[BH-](OC(C)=O)OC(C)=O, O=C([O-])O, CC(=O)O, ClC(Cl)Cl, COc1ccc2ncc(=O)n(CCN3CCC(N)CC3)c2c1, [Na+], [Na+]. Yields the product COc1ccc2ncc(=O)n(CCN3CCC(NCc4cc5c(cc4Br)OCCO5)CC3)c2c1. RXN SMILES: [Br:23][c:24]1[c:25]([CH:34]=[O:35])[cH:26][c:27]2[c:28]([cH:33]1)[O:29][CH2:30][CH2:31][O:32]2.[C:36]([O:37][BH-:38]([O:39][C:40](=[O:41])[CH3:42])[O:43][C:44](=[O:45])[CH3:46])(=[O:47])[CH3:48].[C:50](=[O:51])([O-:52])[OH:53].[CH3:55][C:56](=[O:57])[OH:58].[CH:59]([Cl:60])([Cl:61])[Cl:62].[NH2:1][CH:2]1[CH2:3][CH2:4][N:5]([CH2:8][CH2:9][n:10]2[c:11](=[O:22])[cH:12][n:13][c:14]3[cH:15][cH:16][c:17]([O:20][CH3:21])[cH:18][c:19]23)[CH2:6][CH2:7]1.[Na+:49].[Na+:54]>>[NH:1]([CH:2]1[CH2:3][CH2:4][N:5]([CH2:8][CH2:9][n:10]2[c:11](=[O:22])[cH:12][n:13][c:14]3[cH:15][cH:16][c:17]([O:20][CH3:21])[cH:18][c:19]23)[CH2:6][CH2:7]1)[CH2:34][c:25]1[c:24]([Br:23])[cH:33][c:28]2[c:27]([cH:26]1)[O:32][CH2:31][CH2:30][O:29]2. Solvent: ClCCl (dichloromethane). The reactants are BrC1=CC=C(C[C@@]23N(C(N(C2=O)C2=CC(=CC(=C2)Cl)Cl)=O)C[C@@H](C3)O)C=C1 ((6R,7aS)-7a-(4-bromobenzyl)-2-(3,5-dichlorophenyl)-6-hydroxytetrahydro-1H-pyrrolo[1,2-c]imidazole-1,3(2H)-dione), CC(=O)OI1(C2=CC=CC=C2C(=O)O1)(OC(=O)C)OC(=O)C (Dess-Martin periodane). RXN SMILES: [Br:1][C:2]1[CH:27]=[CH:26][C:5]([CH2:6][C@@:7]23[CH2:24][C@@H:23]([OH:25])[CH2:22][N:8]2[C:9](=[O:21])[N:10]([C:13]2[CH:18]=[C:17]([Cl:19])[CH:16]=[C:15]([Cl:20])[CH:14]=2)[C:11]3=[O:12])=[CH:4][CH:3]=1.CC(OI1(OC(C)=O)(OC(C)=O)OC(=O)C2C1=CC=CC=2)=O>ClCCl>[Br:1][C:2]1[CH:3]=[CH:4][C:5]([CH2:6][C@@:7]23[CH2:24][C:23](=[O:25])[CH2:22][N:8]2[C:9](=[O:21])[N:10]([C:13]2[CH:14]=[C:15]([Cl:20])[CH:16]=[C:17]([Cl:19])[CH:18]=2)[C:11]3=[O:12])=[CH:26][CH:27]=1. Yields the product BrC1=CC=C(C=C1)C[C@@]12N(C(N(C1=O)C1=CC(=CC(=C1)Cl)Cl)=O)CC(C2)=O ((7aS)-7a-[(4-bromophenyl)methyl]-2-(3,5-dichlorophenyl)dihydro-1H-pyrrolo[1,2-c]imidazole-1,3,6(2H,5H)-trione). Procedure: To a solution of (6R,7aS)-7a-(4-bromobenzyl)-2-(3,5-dichlorophenyl)-6-hydroxytetrahydro-1H-pyrrolo[1,2-c]imidazole-1,3(2H)-dione (Preparation 4), (0.2 g, 0.42 mmol) in dichloromethane (5 mL) was added Dess-Martin periodane reagent (0.216 g, 0.504 mmol) in one lot at room temperature. The reaction mixture was stirred at room temperature for one hour and partitioned between dichloromethane (15 mL) and 1N NaOH (15 mL). The dichloromethane layer was washed with brine (2×20 mL), dried over sodium sul... Yield: 94.1%. Run at time 1 hour. Starting materials: ClC=1N=C(N(C1CC(=O)O)CC1=CC(=C(C=C1)O)C)C1=CC=CC=C1 (4-Chloro-1-(4-hydroxy-3-methylbenzyl)-2-phenylimidazole-5-acetic acid), C(C)(=O)OC(C)=O (acetic anhydride). The solvent is N1=CC=CC=C1 (pyridine). Conditions: time 2 hour. Yields the product ClC=1N=C(N(C1CC(=O)O)CC1=CC(=C(C=C1)OC(C)=O)C)C1=CC=CC=C1 (4-chloro-1-(4-acetoxy-3-methylbenzyl)-2-phenylimidazole-5-acetic acid). Reaction SMILES: [Cl:1][C:2]1[N:3]=[C:4]([C:20]2[CH:25]=[CH:24][CH:23]=[CH:22][CH:21]=2)[N:5]([CH2:11][C:12]2[CH:17]=[CH:16][C:15]([OH:18])=[C:14]([CH3:19])[CH:13]=2)[C:6]=1[CH2:7][C:8]([OH:10])=[O:9].[C:26](OC(=O)C)(=[O:28])[CH3:27]>N1C=CC=CC=1>[Cl:1][C:2]1[N:3]=[C:4]([C:20]2[CH:25]=[CH:24][CH:23]=[CH:22][CH:21]=2)[N:5]([CH2:11][C:12]2[CH:17]=[CH:16][C:15]([O:18][C:26](=[O:28])[CH3:27])=[C:14]([CH3:19])[CH:13]=2)[C:6]=1[CH2:7][C:8]([OH:10])=[O:9]. Procedure details: 4-Chloro-1-(4-hydroxy-3-methylbenzyl)-2-phenylimidazole-5-acetic acid (1.1 g) was dissolved in 10 ml of pyridine, then 2 ml of acetic anhydride was added, and the mixture was stirred at room temperature for 2 hours and evaporated to dryness under reduced pressure. The residue was purified by column chromatography using 20 g of silica gel. The desired fractions were combined and evaporated to dryness under reduced pressure and the residue was recrystallized from aqueous ethanol to give 0.7 g of 4... Reactants: C(C1=CC=CC=C1)OCCCC1=CC=C(C[C@@H](C[C@H](NC(=O)OC(C)(C)C)C(=O)OC(C)(C)C)C(=O)OC(C)(C)C)C=C1 (di-tert-butyl (4S)-4-{4-[3-(benzyloxy)propyl]benzyl}-N-(tert-butoxycarbonyl)-L-glutamate). The solvent is CO (methanol), [Pd] (palladium). Run at time 8 hour. Product: C(C)(C)(C)OC(=O)N[C@@H](C[C@@H](C(=O)OC(C)(C)C)CC1=CC=C(C=C1)CCCO)C(=O)OC(C)(C)C (Di-tert-butyl (4S)—N-(tert-butoxycarbonyl)-4-[4-(3-hydroxypropyl)benzyl]-L-glutamate). Reaction SMILES: C([O:8][CH2:9][CH2:10][CH2:11][C:12]1[CH:43]=[CH:42][C:15]([CH2:16][C@H:17]([C:35]([O:37][C:38]([CH3:41])([CH3:40])[CH3:39])=[O:36])[CH2:18][C@@H:19]([C:28]([O:30][C:31]([CH3:34])([CH3:33])[CH3:32])=[O:29])[NH:20][C:21]([O:23][C:24]([CH3:27])([CH3:26])[CH3:25])=[O:22])=[CH:14][CH:13]=1)C1C=CC=CC=1>CO.[Pd]>[C:24]([O:23][C:21]([NH:20][C@H:19]([C:28]([O:30][C:31]([CH3:34])([CH3:33])[CH3:32])=[O:29])[CH2:18][C@H:17]([CH2:16][C:15]1[CH:42]=[CH:43][C:12]([CH2:11][CH2:10][CH2:9][OH:8])=[CH:13][CH:14]=1)[C:35]([O:37][C:38]([CH3:40])([CH3:39])[CH3:41])=[O:36])=[O:22])([CH3:25])([CH3:26])[CH3:27]. Procedure details: To a solution of 690 mg (1.15 mmol) di-tert-butyl (4S)-4-{4-[3-(benzyloxy)propyl]benzyl}-N-(tert-butoxycarbonyl)-L-glutamate in 17 mL of methanol, palladium (10% on charcoal) was added and the suspension was stirred overnight at room temperature under a hydrogen atmosphere. The mixture was filtered over celite, and the solvent was evaporated. The remaining material was used without purification. The reactants are [Na+], O=C1Cc2cccc(S(=O)(=O)c3ccc(Cl)cc3)c2N1, C1COCCO1, [OH-], O. Yields the product Nc1c(CC(=O)O)cccc1S(=O)(=O)c1ccc(Cl)cc1. Reaction SMILES: [Na+:28].[O:1]=[C:2]1[NH:3][c:4]2[c:5]([S:11](=[O:12])(=[O:13])[c:14]3[cH:15][cH:16][c:17]([Cl:20])[cH:18][cH:19]3)[cH:6][cH:7][cH:8][c:9]2[CH2:10]1.[O:21]1[CH2:22][CH2:23][O:24][CH2:25][CH2:26]1.[OH-:27].[OH2:29]>>[O:1]=[C:2]([CH2:10][c:9]1[c:4]([NH2:3])[c:5]([S:11](=[O:12])(=[O:13])[c:14]2[cH:15][cH:16][c:17]([Cl:20])[cH:18][cH:19]2)[cH:6][cH:7][cH:8]1)[OH:21]. Starting materials: C1CCOC1, Cc1onc(-c2ccccc2)c1C(=O)Cl, CC(C)C(=O)Nc1cccc(C2CCN(CCCN)CC2)c1. Yields the product Cc1onc(-c2ccccc2)c1C(=O)NCCCN1CCC(c2cccc(NC(=O)C(C)C)c2)CC1. Reaction SMILES: [CH2:38]1[O:39][CH2:40][CH2:41][CH2:42]1.[CH3:23][c:24]1[c:25]([C:35](=[O:36])[Cl:37])[c:26](-[c:29]2[cH:30][cH:31][cH:32][cH:33][cH:34]2)[n:27][o:28]1.[NH2:1][CH2:2][CH2:3][CH2:4][N:5]1[CH2:6][CH2:7][CH:8]([c:11]2[cH:12][c:13]([NH:17][C:18]([CH:19]([CH3:20])[CH3:21])=[O:22])[cH:14][cH:15][cH:16]2)[CH2:9][CH2:10]1>>[NH:1]([CH2:2][CH2:3][CH2:4][N:5]1[CH2:6][CH2:7][CH:8]([c:11]2[cH:12][c:13]([NH:17][C:18]([CH:19]([CH3:20])[CH3:21])=[O:22])[cH:14][cH:15][cH:16]2)[CH2:9][CH2:10]1)[C:35]([c:25]1[c:24]([CH3:23])[o:28][n:27][c:26]1-[c:29]1[cH:30][cH:31][cH:32][cH:33][cH:34]1)=[O:36].